This data is from the Open Reaction Database (ORD), a public repository of structured organic reaction records. The task is: describe an organic reaction: reactants, conditions, products, and yield Starting materials: Nc1cc(Br)cc(C(F)(F)F)c1, CC(=O)OC(C)=O, c1ccncc1. The product is CC(=O)Nc1cc(Br)cc(C(F)(F)F)c1. RXN SMILES: [Br:1][c:2]1[cH:3][c:4]([NH2:5])[cH:6][c:7]([C:9]([F:10])([F:11])[F:12])[cH:8]1.[CH3:13][C:14](=[O:15])[O:16][C:17](=[O:18])[CH3:19].[cH:20]1[cH:21][cH:22][n:23][cH:24][cH:25]1>>[Br:1][c:2]1[cH:3][c:4]([NH:5][C:14]([CH3:13])=[O:15])[cH:6][c:7]([C:9]([F:10])([F:11])[F:12])[cH:8]1. The reactants are C(C1=CC=CC=C1)(C1=CC=CC=C1)[C@@H]1OCC[C@H](C1)N (Trans-(2-benzhydryl-tetrahydropyran-4-yl)-amine), FC1=CC=C(C=O)C=C1 (4-fluorobenzaldehyde), C(C)(=O)O (acetic acid), [BH3-]C#N.[Na+] (NaCNBH3). Product: C(C1=CC=CC=C1)(C1=CC=CC=C1)[C@@H]1OCC[C@H](C1)NCC1=CC=C(C=C1)F (trans-(2-benzhydryl-tetrahydropyran-4-yl)-(4-fluoro-benzyl)-amine). Yield: 53.3%. As a reaction SMILES: [CH:1]([C@H:14]1[CH2:19][C@H:18]([NH2:20])[CH2:17][CH2:16][O:15]1)([C:8]1[CH:13]=[CH:12][CH:11]=[CH:10][CH:9]=1)[C:2]1[CH:7]=[CH:6][CH:5]=[CH:4][CH:3]=1.[F:21][C:22]1[CH:29]=[CH:28][C:25]([CH:26]=O)=[CH:24][CH:23]=1.C(O)(=O)C.[BH3-]C#N.[Na+]>>[CH:1]([C@H:14]1[CH2:19][C@H:18]([NH:20][CH2:26][C:25]2[CH:28]=[CH:29][C:22]([F:21])=[CH:23][CH:24]=2)[CH2:17][CH2:16][O:15]1)([C:8]1[CH:13]=[CH:12][CH:11]=[CH:10][CH:9]=1)[C:2]1[CH:3]=[CH:4][CH:5]=[CH:6][CH:7]=1 |f:3.4|. Reported procedure: trans-4-Amino-2-diphenylmethylpyran 6b (0.24 g, 0.90 mmol) was reacted with 4-fluorobenzaldehyde (0.11 g, 0.90 mmol) in presence of acetic acid (0.05 g, 0.9 mmol), and then reduced with NaCNBH3 (0.07 g, 1.08 mmol) to yield compound 7b (0.18 g, 54%) (Procedure D).